Dataset: the Open Reaction Database (ORD), a public repository of structured organic reaction records. Task: describe an organic reaction: reactants, conditions, products, and yield Starting materials: C=CC(=O)OC, CCOCC, COc1cccc(C=O)c1, O, O=C(O)c1ccccc1. The product is COC(=O)CCC(=O)c1cccc(OC)c1. As a reaction SMILES: [C:11]([CH:12]=[CH2:13])(=[O:14])[O:15][CH3:16].[CH3:27][CH2:28][O:29][CH2:30][CH3:31].[CH:1]([c:2]1[cH:3][c:4]([O:8][CH3:9])[cH:5][cH:6][cH:7]1)=[O:10].[OH2:26].[OH:17][C:18]([c:19]1[cH:20][cH:21][cH:22][cH:23][cH:24]1)=[O:25]>>[C:1]([c:2]1[cH:3][c:4]([O:8][CH3:9])[cH:5][cH:6][cH:7]1)(=[O:10])[CH2:13][CH2:12][C:11](=[O:14])[O:15][CH3:16].